Dataset: the Open Reaction Database (ORD), a public repository of structured organic reaction records. Task: describe an organic reaction: reactants, conditions, products, and yield Starting materials: CCCCOCCCC, COc1ccc(CCCC(C)(C)O)cc1, N#C[K], [Na+], [OH-], O=S(=O)(O)O. The product is COc1ccc(CCCC(C)(C)N)cc1. RXN SMILES: [CH2:19]([O:20][CH2:21][CH2:22][CH2:23][CH3:24])[CH2:25][CH2:26][CH3:27].[CH3:1][O:2][c:3]1[cH:4][cH:5][c:6]([CH2:9][CH2:10][CH2:11][C:12]([CH3:13])([CH3:14])[OH:15])[cH:7][cH:8]1.[K:16][C:17]#[N:18].[Na+:34].[OH-:33].[S:28](=[O:29])(=[O:30])([OH:31])[OH:32]>>[CH3:1][O:2][c:3]1[cH:4][cH:5][c:6]([CH2:9][CH2:10][CH2:11][C:12]([CH3:13])([CH3:14])[NH2:18])[cH:7][cH:8]1.